This data is from the Open Reaction Database (ORD), a public repository of structured organic reaction records. The task is: describe an organic reaction: reactants, conditions, products, and yield Reactants: O=CCCCOC(c1ccccc1)(c1ccccc1)c1ccccc1, CC(C)=O, Cl, [K+], O=[Mn](=O)(=O)[O-], [Na+], O, O=S([O-])O. The product is O=C(O)CCCOC(c1ccccc1)(c1ccccc1)c1ccccc1. Reaction SMILES: [C:1]([c:2]1[cH:3][cH:4][cH:5][cH:6][cH:7]1)([c:8]1[cH:9][cH:10][cH:11][cH:12][cH:13]1)([c:14]1[cH:15][cH:16][cH:17][cH:18][cH:19]1)[O:20][CH2:21][CH2:22][CH2:23][CH:24]=[O:25].[CH3:38][C:39](=[O:40])[CH3:41].[ClH:32].[K+:31].[Mn:26](=[O:27])([O-:28])(=[O:29])=[O:30].[Na+:37].[OH2:42].[S:33](=[O:34])([OH:35])[O-:36]>>[C:1]([c:2]1[cH:3][cH:4][cH:5][cH:6][cH:7]1)([c:8]1[cH:9][cH:10][cH:11][cH:12][cH:13]1)([c:14]1[cH:15][cH:16][cH:17][cH:18][cH:19]1)[O:20][CH2:21][CH2:22][CH2:23][C:24](=[O:25])[OH:27]. The yield is 100.0%. Product: Cl.ClCC=1C=NC2=CC(=CC=C2C1)OCC (3-(Chloromethyl)-7-ethoxyquinoline hydrochloride). Reaction conditions: temperature 0 celsius, time 30 minute. Solvent: C(Cl)Cl (CH2Cl2). Reaction SMILES: [CH2:1]([O:3][C:4]1[CH:13]=[C:12]2[C:7]([CH:8]=[C:9]([CH2:14]O)[CH:10]=[N:11]2)=[CH:6][CH:5]=1)[CH3:2].O=S(Cl)[Cl:18]>C(Cl)Cl>[ClH:18].[Cl:18][CH2:14][C:9]1[CH:10]=[N:11][C:12]2[C:7]([CH:8]=1)=[CH:6][CH:5]=[C:4]([O:3][CH2:1][CH3:2])[CH:13]=2 |f:3.4|. Reported procedure: To a solution of (7-ethoxyquinolin-3-yl)methanol MDE 32072 (88 mg, 433 μmol) in dry CH2Cl2 (10 mL) at 0° C. under N2 in a 25 mL round-bottomed flask equipped with a magnetic stirrer was added dropwise SOCl2 (0.64 mL, 8.82 mmol) and the mixture was stirred for 30 min at 0° C. then for 2 h at RT. The volatiles were then removed at 40° C. under vacuum and the residue was taken up in CH2Cl2 (20 mL) before concentration back to dryness at 40° C. under vacuum (done 3 times) to give 3-(chloromethyl)-7-... Reactants: C(C)OC1=CC=C2C=C(C=NC2=C1)CO ((7-ethoxyquinolin-3-yl)methanol), C(C)OC1=CC=C2C=C(C=NC2=C1)CO ((7-Ethoxyquinolin-3-yl)methanol), O=S(Cl)Cl (SOCl2). Starting materials: ClC1=CC(=CC=C1)I (1-chloro-3-iodobenzene), ClC=1C=C(C=C(C1F)Cl)C(F)(F)F (3,5-dichloro-4-fluorobenzotrifluoride), O (water). Run in C1=CC=CC=C1 (benzene), C(CCC)[Li] (n-butyllithium), CCCCCC (hexane). The product is ClC1=CC(=CC=C1)C1=C(C=C(C=C1Cl)C(F)(F)F)Cl (1-chloro-3-(2,6-dichloro-4-trifluoromethylphenyl)benzene). Yield: 36.7%. RXN SMILES: [Cl:1][C:2]1[CH:7]=[CH:6][CH:5]=[C:4](I)[CH:3]=1.[Cl:9][C:10]1[CH:11]=[C:12]([C:18]([F:21])([F:20])[F:19])[CH:13]=[C:14]([Cl:17])[C:15]=1F.O>C1C=CC=CC=1.C([Li])CCC.CCCCCC>[Cl:1][C:2]1[CH:7]=[CH:6][CH:5]=[C:4]([C:15]2[C:14]([Cl:17])=[CH:13][C:12]([C:18]([F:19])([F:21])[F:20])=[CH:11][C:10]=2[Cl:9])[CH:3]=1. Procedure: To 10.0 g (41.9 mmol) of 1-chloro-3-iodobenzene in 50 ml of dry benzene, 32.0 ml of a n-butyllithium solution in hexane (1.56 mol/l) was added dropwise in a nitrogen stream at room temperature with stirring. After another 2 hours of stirring at room temperature, 9.9 g (42.5 mmol) of 3,5-dichloro-4-fluorobenzotrifluoride was added dropwise at 10° C. After another 12 hours of stirring at room temperature, the reaction mixture was poured into 500 ml of water for separation. The organic layer was wa... Starting materials: acid-R-sulphoxide, C[Si](N1C(C=2C(C1=O)=CC=CC2)=O)(C)C (N-trimethylsilylphthalimide), C[Si](OC(=O)C(C(=C)C)N1C(C(C1SN1C(C=2C(C1=O)=CC=CC2)=O)N2C(C=1C(C2=O)=CC=CC1)=O)=O)(C)C (1-(1-trimethylsilyloxycarbonyl-2-methylprop-2-enyl)-3-phthalimido-4-phthalimidothio-azetidin-2-one). Run in CC(=O)N(C)C (dimethylacetamide). The product is C(=O)(O)C(C(=C)C)N1C(C(C1SN1C(C=2C(C1=O)=CC=CC2)=O)N2C(C=1C(C2=O)=CC=CC1)=O)=O (1-(1-carboxy-2-methylprop-2-enyl)-3-phthalimido-4-phthalimidothio-azetidin-2-one). Reaction SMILES: C[Si](C)(C)N1C(=O)C2=CC=CC=C2C1=O.C[Si](C)(C)[O:18][C:19]([CH:21]([N:25]1[CH:28]([S:29][N:30]2[C:34](=[O:35])[C:33]3=[CH:36][CH:37]=[CH:38][CH:39]=[C:32]3[C:31]2=[O:40])[CH:27]([N:41]2[C:45](=[O:46])[C:44]3=[CH:47][CH:48]=[CH:49][CH:50]=[C:43]3[C:42]2=[O:51])[C:26]1=[O:52])[C:22]([CH3:24])=[CH2:23])=[O:20]>CC(N(C)C)=O>[C:19]([CH:21]([N:25]1[CH:28]([S:29][N:30]2[C:34](=[O:35])[C:33]3=[CH:36][CH:37]=[CH:38][CH:39]=[C:32]3[C:31]2=[O:40])[CH:27]([N:41]2[C:42](=[O:51])[C:43]3=[CH:50][CH:49]=[CH:48][CH:47]=[C:44]3[C:45]2=[O:46])[C:26]1=[O:52])[C:22]([CH3:24])=[CH2:23])([OH:20])=[O:18]. Reported procedure: A solution of 1.1 g (3 mmoles) of 6-phthalimidopenicillanic acid-R-sulphoxide in 20 ml of dimethylacetamide was treated with 4 g (18 mmoles) of N-trimethylsilylphthalimide at 100° C. After 4 hours the mixture (containing 1-(1-trimethylsilyloxycarbonyl-2-methylprop-2-enyl)-3-phthalimido-4-phthalimidothio-azetidin-2-one) was concentrated, the residue was dissolved in 30 ml of dichloromethane and the solution was filtered. The filtrate was purified by chromatography on a silica gel column impregnat... Reactants: C(C)(C)(C)OC(=O)N1[C@@H](C[C@@H](C1)N)CC ((2R,4S)-4-amino-2-ethyl-pyrrolidine-1-carboxylic acid tert-butyl ester), FC(C=1C=C(C=O)C=C(C1)C(F)(F)F)(F)F (3,5-bis-trifluoromethyl-benzaldehyde), [BH4-].[Na+] (sodium borohydride). Solvent: CO (methanol). Product: C(C)(C)(C)OC(=O)N1[C@@H](C[C@@H](C1)NCC1=CC(=CC(=C1)C(F)(F)F)C(F)(F)F)CC ((2R,4S)-4-(3,5-bis-trifluoromethyl-benzylamino)-2-ethyl-pyrrolidine-1-carboxylic acid tert-butyl ester). Isolated yield 81.1%. As a reaction SMILES: [C:1]([O:5][C:6]([N:8]1[CH2:12][C@@H:11]([NH2:13])[CH2:10][C@H:9]1[CH2:14][CH3:15])=[O:7])([CH3:4])([CH3:3])[CH3:2].[F:16][C:17]([F:31])([F:30])[C:18]1[CH:19]=[C:20]([CH:23]=[C:24]([C:26]([F:29])([F:28])[F:27])[CH:25]=1)[CH:21]=O.[BH4-].[Na+]>CO>[C:1]([O:5][C:6]([N:8]1[CH2:12][C@@H:11]([NH:13][CH2:21][C:20]2[CH:23]=[C:24]([C:26]([F:28])([F:29])[F:27])[CH:25]=[C:18]([C:17]([F:16])([F:30])[F:31])[CH:19]=2)[CH2:10][C@H:9]1[CH2:14][CH3:15])=[O:7])([CH3:4])([CH3:3])[CH3:2] |f:2.3|. Reported procedure: To a solution of (2R,4S)-4-amino-2-ethyl-pyrrolidine-1-carboxylic acid tert-butyl ester (150 mg, 0.7 mmol) in methanol (2 mL) is added to 3,5-bis-trifluoromethyl-benzaldehyde (340 mg, 1.4 mmol), and the reaction mixture is stirred at room temperature. After stirring for overnight, sodium borohydride (53 mg, 1.4 mmol) is added. After stirring for additional 1 hour, The product is extracted three times with EtOAc. The combined organic layer is washed with brine, dried over Na2SO4, filtered, and co...